The task is: describe an organic reaction: reactants, conditions, products, and yield. This data is from the Open Reaction Database (ORD), a public repository of structured organic reaction records. The reactants are CC1=C(C=CC=C1)C1=CC(=CC=C1)C(=O)N1CC=2N(CC3=C1C=CC=C3)C=CC2 (10-[(2′-Methyl-1,1′-biphenyl-3-yl)carbonyl]-10,11-dihydro-5H-pyrrolo[2,1-c][1,4]benzodiazepine), C([O-])([O-])=O.[Na+].[Na+] (sodium carbonate), ClC(C(=O)Cl)(Cl)Cl (trichloroacetyl chloride). Solvent: C(C)(=O)OCC (ethyl acetate), O1CCCC1 (tetrahydrofuran). Reaction conditions: time 18 hour. Yields the product ClC(C(=O)C1=CC=C2CN(C3=C(CN21)C=CC=C3)C(=O)C=3C=C(C=CC3)C3=C(C=CC=C3)C)(Cl)Cl (2,2,2-Trichloro-1-{10-[(2′-methyl-1,1′-biphenyl-3-yl)carbonyl]-10,11-dihydro-5H-pyrrolo[2,1-c][1,4]benzodiazepin-3-yl}ethanone). Isolated yield 50.9%. RXN SMILES: [CH3:1][C:2]1[CH:7]=[CH:6][CH:5]=[CH:4][C:3]=1[C:8]1[CH:13]=[CH:12][CH:11]=[C:10]([C:14]([N:16]2[C:22]3[CH:23]=[CH:24][CH:25]=[CH:26][C:21]=3[CH2:20][N:19]3[CH:27]=[CH:28][CH:29]=[C:18]3[CH2:17]2)=[O:15])[CH:9]=1.C(=O)([O-])[O-].[Na+].[Na+].[Cl:36][C:37]([Cl:42])([Cl:41])[C:38](Cl)=[O:39]>O1CCCC1.C(OCC)(=O)C>[Cl:36][C:37]([Cl:42])([Cl:41])[C:38]([C:27]1[N:19]2[C:18]([CH2:17][N:16]([C:14]([C:10]3[CH:9]=[C:8]([C:3]4[CH:4]=[CH:5][CH:6]=[CH:7][C:2]=4[CH3:1])[CH:13]=[CH:12][CH:11]=3)=[O:15])[C:22]3[CH:23]=[CH:24][CH:25]=[CH:26][C:21]=3[CH2:20]2)=[CH:29][CH:28]=1)=[O:39] |f:1.2.3|. Procedure details: To a mixture of 10-[(2′-methyl-1,1′-biphenyl-3-yl)carbonyl]-10,11-dihydro-5H-pyrrolo[2,1-c][1,4]benzodiazepine of Step B (1.7 g, 4.5 mmol) and sodium carbonate (0.95 g, 9.0 mmol) in dry tetrahydrofuran (40 mL) was added dropwise trichloroacetyl chloride (0.75 mL, 6.7 mmol) and the reaction mixture stirred at room temperature under nitrogen for 18 hours. The reaction mixture was then diluted with ethyl acetate (150 mL), washed with 1 M hydrochloric acid (150 mL), water (150 mL) and brine (150 mL)...